From a dataset of the Open Reaction Database (ORD), a public repository of structured organic reaction records. describe an organic reaction: reactants, conditions, products, and yield The reactants are COC(CC1=CC2=CC=C(C=C2C(=C1C)C1CCNCC1)F)=O ((6-fluoro-3-methyl-4-piperidin-4-yl-naphthalen-2-yl)-acetic acid methyl ester), COC1=C(C=CC=C1)N=C=O (2-methoxyphenyl isocyanate). Solvent: O (water), C(Cl)Cl (methylene chloride). Reaction conditions: time 10 minute. Yields the product COC(CC1=CC2=CC=C(C=C2C(=C1C)C1CCN(CC1)C(NC1=C(C=CC=C1)OC)=O)F)=O ({6-fluoro-4-[1-(2-methoxy-phenylcarbamoyl)-piperidin-4-yl]-3-methyl-naphthalen-2-yl}-acetic acid methyl ester). The yield is 87.4%. As a reaction SMILES: [CH3:1][O:2][C:3](=[O:23])[CH2:4][C:5]1[C:14]([CH3:15])=[C:13]([CH:16]2[CH2:21][CH2:20][NH:19][CH2:18][CH2:17]2)[C:12]2[C:7](=[CH:8][CH:9]=[C:10]([F:22])[CH:11]=2)[CH:6]=1.[CH3:24][O:25][C:26]1[CH:31]=[CH:30][CH:29]=[CH:28][C:27]=1[N:32]=[C:33]=[O:34]>C(Cl)Cl.O>[CH3:1][O:2][C:3](=[O:23])[CH2:4][C:5]1[C:14]([CH3:15])=[C:13]([CH:16]2[CH2:17][CH2:18][N:19]([C:33](=[O:34])[NH:32][C:27]3[CH:28]=[CH:29][CH:30]=[CH:31][C:26]=3[O:25][CH3:24])[CH2:20][CH2:21]2)[C:12]2[C:7](=[CH:8][CH:9]=[C:10]([F:22])[CH:11]=2)[CH:6]=1. Reported procedure: To a solution of (6-fluoro-3-methyl-4-piperidin-4-yl-naphthalen-2-yl)-acetic acid methyl ester (which may be prepared as described above; 83.6 mg, 0.265 mmol) in methylene chloride (8.0 mL) was added 2-methoxyphenyl isocyanate (71 μL, 0.53 mmol) at room temperature under nitrogen. The resulting light brown solution was stirred at room temperature for 10 minutes. The reaction mixture was diluted with water (˜25 mL) and the resulting mixture was extracted with methylene chloride (2×30 mL). The com... Yields the product CC=1N(C=CN1)C=1N=C(C2=C(N1)SC1=C2CCCC1)NCC1=CC(=CC=C1)[N+](=O)[O-] (2-(2-methylimidazol-1-yl)-5,6,7,8-tetrahydro-4-(3-nitrobenzylamino)-[1]-benzothieno-[2,3-d]-pyrimidine). Procedure details: Following the procedure of Example 97, the reaction of 2-methylimidazole with 2-chloro-5,6,7,8-tetrahydro-4-(3-nitrobenzylamino)-[1]-benzothieno-[2,3-d]-pyrimidine gives 2-(2-methylimidazol-1-yl)-5,6,7,8-tetrahydro-4-(3-nitrobenzylamino)-[1]-benzothieno-[2,3-d]-pyrimidine. Reactants: CC=1NC=CN1 (2-methylimidazole), ClC=1N=C(C2=C(N1)SC1=C2CCCC1)NCC1=CC(=CC=C1)[N+](=O)[O-] (2-chloro-5,6,7,8-tetrahydro-4-(3-nitrobenzylamino)-[1]-benzothieno-[2,3-d]-pyrimidine). Reaction SMILES: [CH3:1][C:2]1[NH:3][CH:4]=[CH:5][N:6]=1.Cl[C:8]1[N:9]=[C:10]([NH:21][CH2:22][C:23]2[CH:28]=[CH:27][CH:26]=[C:25]([N+:29]([O-:31])=[O:30])[CH:24]=2)[C:11]2[C:16]3[CH2:17][CH2:18][CH2:19][CH2:20][C:15]=3[S:14][C:12]=2[N:13]=1>>[CH3:1][C:2]1[N:3]([C:8]2[N:9]=[C:10]([NH:21][CH2:22][C:23]3[CH:28]=[CH:27][CH:26]=[C:25]([N+:29]([O-:31])=[O:30])[CH:24]=3)[C:11]3[C:16]4[CH2:17][CH2:18][CH2:19][CH2:20][C:15]=4[S:14][C:12]=3[N:13]=2)[CH:4]=[CH:5][N:6]=1. Starting materials: NCCCCCC(=O)O (6-aminohexanoic acid), [OH-].[Na+] (NaOH), C(C)(C)(C)OC(=O)OC(=O)OC(C)(C)C (di-tert-butyl-pyrocarbonate), O1CCOCC1 (dioxan). Conditions: time 3 day. Product: C1=CC=C2C(=C1)C(=O)C(C2=O)(O)O (ninhydrin). Reaction SMILES: N[CH2:2][CH2:3][CH2:4][CH2:5][CH2:6][C:7]([OH:9])=[O:8].[OH-:10].[Na+].[C:12](OC(OC(OC(C)(C)C)=O)=O)(C)([CH3:14])[CH3:13].[O:27]1CCOCC1>>[CH:2]1[CH:13]=[C:12]2[C:14]([C:7]([OH:9])([OH:8])[C:6](=[O:27])[C:5]2=[CH:4][CH:3]=1)=[O:10] |f:1.2|. Procedure details: To 13.12 g (100 mmol) of 6-aminohexanoic acid in 400 mL of dioxan at 0° C. was added 100 mL of 1M NaOH, and 24.01 g (110 mmol) of di-tert-butyl-pyrocarbonate. The resulting suspension was stirred at room temperature for 3 days, after which time it gave a negative ninhydrin test. The volume was then reduced under pressure to 100 mL, the mixture cooled to 0° C., covered with ethyl acetate, and acidified with 1M KHSO4 to pH 2-3. The product was extracted with ethyl acetate (3×150 mL), the organic p... Reactants: N[C@@H](C)C1=NN2C(C(N1C1=CC=CC=C1)=O)=C(C=C2)C ((S)-2-(1-Aminoethyl)-5-methyl-3-phenylpyrrolo[2,1-f][1,2,4]triazin-4(3H)-one), [F-].[Cs+] (cesium fluoride), NC1=NC=NC(=C1C(=O)NC1=CC(=CC(=C1)OC)OC)Cl (4-amino-6-chloro-N-(3,5-dimethoxyphenyl)pyrimidine-5-carboxamide), CCN(C(C)C)C(C)C (DIEA). Run in C(C)(C)(C)O (tert-butanol), C(C)(=O)OCC (ethyl acetate). Reaction conditions: temperature 120 celsius. The product is NC1=NC=NC(=C1C(=O)NC1=CC(=CC(=C1)OC)OC)N[C@@H](C)C1=NN2C(C(N1C1=CC=CC=C1)=O)=C(C=C2)C ((S)-4-Amino-N-(3,5-dimethoxyphenyl)-6-((1-(5-methyl-4-oxo-3-phenyl-3,4-dihydropyrrolo[2,1-f][1,2,4]triazin-2-yl)ethyl)amino)pyrimidine-5-carboxamide). The yield is 58.0%. As a reaction SMILES: [NH2:1][C@H:2]([C:4]1[N:9]([C:10]2[CH:15]=[CH:14][CH:13]=[CH:12][CH:11]=2)[C:8](=[O:16])[C:7]2=[C:17]([CH3:20])[CH:18]=[CH:19][N:6]2[N:5]=1)[CH3:3].[NH2:21][C:22]1[C:27]([C:28]([NH:30][C:31]2[CH:36]=[C:35]([O:37][CH3:38])[CH:34]=[C:33]([O:39][CH3:40])[CH:32]=2)=[O:29])=[C:26](Cl)[N:25]=[CH:24][N:23]=1.CCN(C(C)C)C(C)C.[F-].[Cs+]>C(O)(C)(C)C.C(OCC)(=O)C>[NH2:21][C:22]1[C:27]([C:28]([NH:30][C:31]2[CH:36]=[C:35]([O:37][CH3:38])[CH:34]=[C:33]([O:39][CH3:40])[CH:32]=2)=[O:29])=[C:26]([NH:1][C@H:2]([C:4]2[N:9]([C:10]3[CH:15]=[CH:14][CH:13]=[CH:12][CH:11]=3)[C:8](=[O:16])[C:7]3=[C:17]([CH3:20])[CH:18]=[CH:19][N:6]3[N:5]=2)[CH3:3])[N:25]=[CH:24][N:23]=1 |f:3.4|. Reported procedure: (S)-2-(1-Aminoethyl)-5-methyl-3-phenylpyrrolo[2,1-f][1,2,4]triazin-4(3H)-one (200 mg, 0.75 mmol), 4-amino-6-chloro-N-(3,5-dimethoxyphenyl)pyrimidine-5-carboxamide (575 mg, 1.23 mmol), DIEA (650 μl, 3.73 mmol) and cesium fluoride (227 mg, 1.49 mmol) were suspended in tert-butanol (7 ml) and the mixture was heated overnight at 120° C. in a sealed tube. The reaction mixture was diluted with ethyl acetate and washed with water and brine. After evaporation of the solvent, the residue (720 mg, 33% pur... Procedure: A mixture of racemic 6-acetoxy-1-methyl-1-trifluoromethylisochroman (38.4 g, 0.140 mol), 10% sec-butanol solution in hexane (1.3 L), and lipase PS (35 g) was stirred vigorously at room temperature for 23 hr. After filtration, the filtrate was concentrated under reduced pressure to give a mixture. This was purified by silica-gel column chromatography eluted with gradient of hexane and ethyl acetate (15:1,5:1,2:1) to give, first, (1R)6-acetoxy-1-methyl-1-trifluoromethyl-isochroman as a colorless o... As a reaction SMILES: C(O[C:5]1[CH:6]=[C:7]2[C:12](=[CH:13][CH:14]=1)[C:11]([CH3:19])([C:15]([F:18])([F:17])[F:16])[O:10][CH2:9][CH2:8]2)(=O)C.C([OH:24])(CC)C.C(OC1C=C2C(=CC=1)[C@](C)(C(F)(F)F)OCC2)(=O)C>CCCCCC>[OH:24][CH:8]1[C:7]2[C:12](=[CH:13][CH:14]=[CH:5][CH:6]=2)[C@@:11]([CH3:19])([C:15]([F:18])([F:17])[F:16])[O:10][CH2:9]1. Solvent: CCCCCC (hexane). Run at time 23 hour. The product is OC1CO[C@@](C2=CC=CC=C12)(C(F)(F)F)C ((1S)-4-hydroxy-1-methyl-1-trifluoromethyl-isochroman). Starting materials: C(C)(=O)OC=1C=C2CCOC(C2=CC1)(C(F)(F)F)C (racemic 6-acetoxy-1-methyl-1-trifluoromethylisochroman), C(C)(CC)O (sec-butanol), C(C)(=O)OC=1C=C2CCO[C@](C2=CC1)(C(F)(F)F)C ((1R)6-acetoxy-1-methyl-1-trifluoromethyl-isochroman). Starting materials: [Br-], COc1c(C)c2c(c(OS(=O)(=O)c3ccc(C)cc3)c1CC=C(C)C=O)C(=O)OC2, CCOC(C)=O, C=C[Mg+], C1CCOC1. The product is C=CC(O)C(C)=CCc1c(OC)c(C)c2c(c1OS(=O)(=O)c1ccc(C)cc1)C(=O)OC2. As a reaction SMILES: [Br-:31].[CH3:1][O:2][c:3]1[c:4]([CH2:25][CH:26]=[C:27]([CH:28]=[O:29])[CH3:30])[c:5]([O:14][S:15](=[O:16])(=[O:17])[c:18]2[cH:19][cH:20][c:21]([CH3:24])[cH:22][cH:23]2)[c:6]2[c:10]([c:11]1[CH3:12])[CH2:9][O:8][C:7]2=[O:13].[CH3:40][CH2:41][O:42][C:43](=[O:44])[CH3:45].[CH:32](=[CH2:33])[Mg+:34].[O:35]1[CH2:36][CH2:37][CH2:38][CH2:39]1>>[CH3:1][O:2][c:3]1[c:4]([CH2:25][CH:26]=[C:27]([CH:28]([OH:29])[CH:32]=[CH2:33])[CH3:30])[c:5]([O:14][S:15](=[O:16])(=[O:17])[c:18]2[cH:19][cH:20][c:21]([CH3:24])[cH:22][cH:23]2)[c:6]2[c:10]([c:11]1[CH3:12])[CH2:9][O:8][C:7]2=[O:13]. Starting materials: CC(=C)C1=CC(=CC=C1)C(C)(C)N=C=O (M-TMI), C(C=C)(=O)OCC (ethyl acrylate), C(C(=C)C)(=O)OC (methyl methacrylate), C(C1=CC=CC=C1)(=O)OOC(C)(C)C (t-butyl peroxybenzoate), CC(=O)O[Hg]C1=CC=CC=C1 (PMAcetate), N#N (N2). Run at temperature 40 celsius. Yields the product CCC(C)CCC(C)(CC)O (AR-1). As a reaction SMILES: [CH3:1][C:2]([C:4]1[CH:9]=CC=[C:6](C(N=C=O)(C)C)[CH:5]=1)=C.[C:16]([O:20]CC)(=O)[CH:17]=[CH2:18].[C:23](OC)(=O)C(C)=C.C(OOC(C)(C)C)(=O)C1C=CC=CC=1.CC(O[Hg]C1C=CC=CC=1)=O.N#N>>[CH3:1][CH2:2][CH:4]([CH2:5][CH2:6][C:16]([OH:20])([CH2:17][CH3:18])[CH3:23])[CH3:9]. Reported procedure: 30 g of M-TMI (M-TMI is 1-(1-isocyanato-1-methyl)ethyl-3-(1-methyl)ethenyl benzene, from Cytec industries), 5 g of ethyl acrylate, 15 g of methyl methacrylate and 8 g of t-butyl peroxybenzoate were heated to 120° C. in 232 g of Arcosolve PMAcetate (propylene glycol methyl ether acetate from Arco Chemicals) in a N2 purge. Then a mixture of 90 g of m-TMI, 15 g of ethyl acrylate, 45 g of methyl methacrylate, 16 g of t-butyl peroxybenzoate (Aldrich Chemicals) was added over 2 hours. After the additi...